This data is from the Open Reaction Database (ORD), a public repository of structured organic reaction records. The task is: describe an organic reaction: reactants, conditions, products, and yield Reactants: [H-].[Na+] (sodium hydride), ClCC=1N=C(OC1)C=CC1=CC(=CC=C1)C(F)(F)F (4-Chloromethyl-2-[2-(3-trifluoromethyl-phenyl)-vinyl]-oxazole), N1(N=NC=C1)CCCCC1=CC=C(C=C1)O (4-(4-[1,2,3]triazol-1-yl-butyl)-phenol). The solvent is CN(C=O)C (N,N-dimethylformamide), CN(C=O)C (N,N-dimethylformamide). Run at time 30 minute. Product: FC(C=1C=C(C=CC1)/C=C/C=1OC=C(N1)COC1=CC=C(C=C1)CCCCN1N=NC=C1)(F)F (1-[4-(4-{2-[2-(E)-(3-Trifluoromethyl-phenyl)-vinyl]-oxazol-4-ylmethoxy}-phenyl)-butyl]-1H-[1,2,3]triazole). Yield: 41.0%. Reaction SMILES: [H-].[Na+].[N:3]1([CH2:8][CH2:9][CH2:10][CH2:11][C:12]2[CH:17]=[CH:16][C:15]([OH:18])=[CH:14][CH:13]=2)[CH:7]=[CH:6][N:5]=[N:4]1.Cl[CH2:20][C:21]1[N:22]=[C:23]([CH:26]=[CH:27][C:28]2[CH:33]=[CH:32][CH:31]=[C:30]([C:34]([F:37])([F:36])[F:35])[CH:29]=2)[O:24][CH:25]=1>CN(C)C=O>[F:37][C:34]([F:35])([F:36])[C:30]1[CH:29]=[C:28](/[CH:27]=[CH:26]/[C:23]2[O:24][CH:25]=[C:21]([CH2:20][O:18][C:15]3[CH:14]=[CH:13][C:12]([CH2:11][CH2:10][CH2:9][CH2:8][N:3]4[CH:7]=[CH:6][N:5]=[N:4]4)=[CH:17][CH:16]=3)[N:22]=2)[CH:33]=[CH:32][CH:31]=1 |f:0.1|. Procedure details: 26 mg (1.0 mmol) of 95% sodium hydride were given at 0° C. to a solution of 217 mg (1.00 mmol) 4-(4-[1,2,3]triazol-1-yl-butyl)-phenol in 6.0 ml N,N-dimethylformamide and stirred for 30 min. 288 mg (1.00 mmol) 4-Chloromethyl-2-[2-(3-trifluoromethyl-phenyl)-vinyl]-oxazole dissolved in 1.0 ml N,N-dimethylformamide were added at 0° C., stirring continued at 0° C. for 1 h and 12 h at room temperature thereafter. The mixture was quenched by 30 ml water, stirred for 1 h and the precipitate isolated by ...